From a dataset of the Open Reaction Database (ORD), a public repository of structured organic reaction records. describe an organic reaction: reactants, conditions, products, and yield The reactants are OCC(O)CO (glycerol), C(CO)O (ethylene glycol), Cr, OCC(O)CO (glycerol), Cu. Run in CC(C)O (2-propanol). The product is OCC(C)=O (hydroxyacetone), C(C(C)O)O (1,2-propylene glycol). Isolated yield 10.0%. RXN SMILES: [OH:1][CH2:2][CH:3]([CH2:5]O)[OH:4].C(O)CO>CC(O)C>[OH:1][CH2:2][C:3](=[O:4])[CH3:5].[CH2:2]([OH:1])[CH:3]([OH:4])[CH3:5]. Reported procedure: 20 wt % glycerol was dehydrated at nitrogen ambient pressure at 220° C. using 80 g of 2-propanol as solvent. 0.01 g/ml of 67% Cu and 33% Cr catalyzed the reaction for 5 h to give glycerol conversion of 37% with 86% selectivity to hydroxyacetone, 10% 1,2-propylene glycol, 4% ethylene glycol and <0.01% to other products. Reactants: CC(=O)C(=O)Cl, Cc1ccccc1, CN(C)C=O, O=c1ccn(C2OC(CO)C(O)C2O)c(=O)[nH]1, c1ccncc1. Yields the product CC(=O)C(=O)OCC1OC(n2ccc(=O)[nH]c2=O)C(O)C1O. As a reaction SMILES: [C:25]([C:26](=[O:27])[CH3:28])(=[O:29])[Cl:30].[CH3:18][c:19]1[cH:20][cH:21][cH:22][cH:23][cH:24]1.[O:31]=[CH:32][N:33]([CH3:34])[CH3:35].[OH:1][CH2:2][CH:3]1[O:4][CH:5]([n:10]2[cH:11][cH:12][c:13](=[O:14])[nH:15][c:16]2=[O:17])[CH:6]([OH:7])[CH:8]1[OH:9].[cH:36]1[cH:37][cH:38][n:39][cH:40][cH:41]1>>[O:1]([CH2:2][CH:3]1[O:4][CH:5]([n:10]2[cH:11][cH:12][c:13](=[O:14])[nH:15][c:16]2=[O:17])[CH:6]([OH:7])[CH:8]1[OH:9])[C:25]([C:26](=[O:27])[CH3:28])=[O:29]. Reactants: C(C)(C)C=1N(C2=CC(=CC=C2C1C=O)OC)CC1=NOC(=C1)C (2-isopropyl-6-methoxy-1-((5-methylisoxazol-3-yl)methyl)-1H-indole-3-carbaldehyde), FC=1C=C(CNC(=O)C2=C(N(C3=CC(=CC=C23)OC(C)C)CC=2OC=CN2)C(C)C)C=CC1F (N-(3,4-Difluorobenzyl)-6-isopropoxy-2-isopropyl-1-(oxazol-2-ylmethyl)-1H-indole-3-carboxamide). Product: C(C)(C)C=1N(C2=CC(=CC=C2C1C(=O)O)OC)CC1=NOC(=C1)C (2-Isopropyl-6-methoxy-1-((5-methylisoxazol-3-yl)methyl)-1H-indole-3-carboxylic Acid). Reaction SMILES: [CH:1]([C:4]1[N:5]([CH2:17][C:18]2[CH:22]=[C:21]([CH3:23])[O:20][N:19]=2)[C:6]2[C:11]([C:12]=1[CH:13]=[O:14])=[CH:10][CH:9]=[C:8]([O:15][CH3:16])[CH:7]=2)([CH3:3])[CH3:2].FC1C=C(C=CC=1F)CNC(C1C2C(=CC(OC(C)C)=CC=2)N(CC2OC=CN=2)C=1C(C)C)=[O:31]>>[CH:1]([C:4]1[N:5]([CH2:17][C:18]2[CH:22]=[C:21]([CH3:23])[O:20][N:19]=2)[C:6]2[C:11]([C:12]=1[C:13]([OH:31])=[O:14])=[CH:10][CH:9]=[C:8]([O:15][CH3:16])[CH:7]=2)([CH3:3])[CH3:2]. Reported procedure: The title compound was prepared from 2-isopropyl-6-methoxy-1-((5-methylisoxazol-3-yl)methyl)-1H-indole-3-carbaldehyde (Compound 213) by General Procedure K. Reactants: C1(CCC1)(CO)CO (cyclobutane-1,1-diyldimethanol), OC1=CC=C(C=C1)C(F)(F)F (4-hydroxybenzotrifluoride), OC1=CC=C(C=C1)C(CC(=O)OC)C#CC (methyl 3-(4-hydroxyphenyl)hex-4-ynoate). Product: FC(C1=CC=C(OCC2(CCC2)COC2=CC=C(C=C2)C(CC(=O)O)C#CC)C=C1)(F)F (3-{4-[1-(4-trifluoromethylphenoxymethyl)cyclobutylmethoxy]phenyl}hex-4-ynoic acid). Reaction SMILES: [C:1]1([CH2:7][OH:8])([CH2:5][OH:6])[CH2:4][CH2:3][CH2:2]1.O[C:10]1[CH:15]=[CH:14][C:13]([C:16]([F:19])([F:18])[F:17])=[CH:12][CH:11]=1.O[C:21]1[CH:26]=[CH:25][C:24]([CH:27]([C:33]#[C:34][CH3:35])[CH2:28][C:29]([O:31]C)=[O:30])=[CH:23][CH:22]=1>>[F:17][C:16]([F:19])([F:18])[C:13]1[CH:14]=[CH:15][C:10]([O:6][CH2:5][C:1]2([CH2:7][O:8][C:21]3[CH:26]=[CH:25][C:24]([CH:27]([C:33]#[C:34][CH3:35])[CH2:28][C:29]([OH:31])=[O:30])=[CH:23][CH:22]=3)[CH2:4][CH2:3][CH2:2]2)=[CH:11][CH:12]=1. Reported procedure: Analogously to example 1, cyclobutane-1,1-diyldimethanol, 4-hydroxybenzotrifluoride and methyl 3-(4-hydroxyphenyl)hex-4-ynoate were used to obtain 3-{4-[1-(4-trifluoromethylphenoxymethyl)cyclobutylmethoxy]phenyl}hex-4-ynoic acid. The reactants are [BH4-], CC(C)(C)CCN, CO, Cc1cc(C=O)ccc1Oc1cnc(C(N)=O)cn1, [Na+]. Product: Cc1cc(CNCCC(C)(C)C)ccc1Oc1cnc(C(N)=O)cn1. Reaction SMILES: [BH4-:27].[CH3:20][C:21]([CH2:22][CH2:23][NH2:24])([CH3:25])[CH3:26].[CH3:29][OH:30].[CH:1](=[O:2])[c:3]1[cH:4][c:5]([CH3:19])[c:6]([O:7][c:8]2[n:9][cH:10][c:11]([C:14](=[O:15])[NH2:16])[n:12][cH:13]2)[cH:17][cH:18]1.[Na+:28]>>[CH2:1]([c:3]1[cH:4][c:5]([CH3:19])[c:6]([O:7][c:8]2[n:9][cH:10][c:11]([C:14](=[O:15])[NH2:16])[n:12][cH:13]2)[cH:17][cH:18]1)[NH:24][CH2:23][CH2:22][C:21]([CH3:20])([CH3:25])[CH3:26]. The reactants are COC=1C=CC2=C(C(CC3=C(S2)C=CC=C3)N3CCN(CC3)CCCO)C1 (8-methoxy-10-[4-(3-hydroxypropyl)piperazino]-10,11-dihydrodibenzo[b,f]thiepin), C(CCCCCCCCCCC)(=O)Cl (lauroyl chloride). Run in C1=CC=CC=C1 (benzene). The product is COC=1C=CC2=C(C(CC3=C(S2)C=CC=C3)N3CCN(CC3)CCCOC(CCCCCCCCCCC)=O)C1 (8-Methoxy-10-[4-(3-dodecanoyloxypropyl)piperazino]-10,11-dihydrodibenzo[b,f]thiepin). As a reaction SMILES: [CH3:1][O:2][C:3]1[CH:4]=[CH:5][C:6]2[S:12][C:11]3[CH:13]=[CH:14][CH:15]=[CH:16][C:10]=3[CH2:9][CH:8]([N:17]3[CH2:22][CH2:21][N:20]([CH2:23][CH2:24][CH2:25][OH:26])[CH2:19][CH2:18]3)[C:7]=2[CH:27]=1.[C:28](Cl)(=[O:40])[CH2:29][CH2:30][CH2:31][CH2:32][CH2:33][CH2:34][CH2:35][CH2:36][CH2:37][CH2:38][CH3:39]>C1C=CC=CC=1>[CH3:1][O:2][C:3]1[CH:4]=[CH:5][C:6]2[S:12][C:11]3[CH:13]=[CH:14][CH:15]=[CH:16][C:10]=3[CH2:9][CH:8]([N:17]3[CH2:18][CH2:19][N:20]([CH2:23][CH2:24][CH2:25][O:26][C:28](=[O:40])[CH2:29][CH2:30][CH2:31][CH2:32][CH2:33][CH2:34][CH2:35][CH2:36][CH2:37][CH2:38][CH3:39])[CH2:21][CH2:22]3)[C:7]=2[CH:27]=1. Procedure: In accordance with the procedure described in the foregoing Examples, 12.96 grams of 8-methoxy-10-[4-(3-hydroxypropyl)piperazino]-10,11-dihydrodibenzo[b,f]thiepin was reacted with 13.1 grams of lauroyl chloride (dodecanoyl chloride) in 50 milliliters of benzene and the resulting crude 8-methoxy-10-[4-(3-dodecanoyloxypropyl)piperazino]-10,11-dihydrodibenzo[b,f]thiepin was purified by recrystallization of the maleate from acetone and recovered in the form of its di(hydrogen maleate). The salt was ... Starting materials: C(C)(C)[C@@H]1COC2=C(N1CC(F)(F)F)C=CC(=C2)[N+](=O)[O-] ((3R)-3,4-dihydro-3-isopropyl-7-nitro-4-(2,2,2-trifluoroethyl)-2H-1,4-benzoxazine). The reagents and catalysts are [Pd] (Pd/C). The solvent is CCOC(=O)C (EtOAc). Yields the product NC1=CC2=C(N([C@@H](CO2)C(C)C)CC(F)(F)F)C=C1 ((3R)-7-amino-3,4-dihydro-3-isopropyl-4-(2,2,2-trifluoroethyl)-2H-1,4benzoxazine). Isolated yield 90.0%. As a reaction SMILES: [CH:1]([C@H:4]1[N:9]([CH2:10][C:11]([F:14])([F:13])[F:12])[C:8]2[CH:15]=[CH:16][C:17]([N+:19]([O-])=O)=[CH:18][C:7]=2[O:6][CH2:5]1)([CH3:3])[CH3:2]>CCOC(C)=O.[Pd]>[NH2:19][C:17]1[CH:16]=[CH:15][C:8]2[N:9]([CH2:10][C:11]([F:14])([F:13])[F:12])[C@H:4]([CH:1]([CH3:3])[CH3:2])[CH2:5][O:6][C:7]=2[CH:18]=1. Procedure: This compound was prepared according to General Method 4 (EXAMPLE 1) from (3R)-3,4-dihydro-3-isopropyl-7-nitro-4-(2,2,2-trifluoroethyl)-2H-1,4-benzoxazine (0.350 g, 1.15 mmol) and 10% Pd/C (0.14 g) in 7 mL EtOAc to afford 0.284 g (90%) of (3R)-7-amino-3,4-dihydro-3-isopropyl-4-(2,2,2-trifluoroethyl)-2H-1,4benzoxazine after purification by flash chromatography (gradient elution, hexanes:EtOAc 9:1 to 3:1). Data for (3R)-7-amino-3,4-dihydro-3-isopropyl-4-(2,2,2-trifluoroethyl)-2H-1,4-benzoxazine: R...